From a dataset of the Open Reaction Database (ORD), a public repository of structured organic reaction records. describe an organic reaction: reactants, conditions, products, and yield Starting materials: NC(=O)c1ccc(OCCN(Cc2ccccc2)CC(O)c2ccccc2)cc1O, CO. Yields the product NC(=O)c1ccc(OCCNCC(O)c2ccccc2)cc1O. As a reaction SMILES: [C:1]([NH2:2])(=[O:3])[c:4]1[c:5]([OH:30])[cH:6][c:7]([O:8][CH2:9][CH2:10][N:11]([CH2:12][CH:13]([c:14]2[cH:15][cH:16][cH:17][cH:18][cH:19]2)[OH:20])[CH2:21][c:22]2[cH:23][cH:24][cH:25][cH:26][cH:27]2)[cH:28][cH:29]1.[CH3:31][OH:32]>>[C:1]([NH2:2])(=[O:3])[c:4]1[c:5]([OH:30])[cH:6][c:7]([O:8][CH2:9][CH2:10][NH:11][CH2:12][CH:13]([c:14]2[cH:15][cH:16][cH:17][cH:18][cH:19]2)[OH:20])[cH:28][cH:29]1. Reactants: C(C)OP(=O)(C)C(C(NC=CC1=CC(=C(C=C1)F)F)=O)C=1C2=C(SC1)C=CC(=C2)Cl ({(5-Chloro-benzo[b]thiophen-3-yl)-[2-(3,4-difluoro-phenyl)-vinylcarbamoyl]-methyl}-methyl-phosphinic acid ethyl ester), N1=CC=CC=C1 (pyridine), S(O)(O)(=O)=O (sulfuric acid), Br[Si](C)(C)C (bromotrimethylsilane). The solvent is C(C)#N (acetonitrile), CC(C)(C)OC (MTBE), O (water), CO (methanol). Reaction conditions: temperature 2.5 celsius, time 15 minute. Product: ClC1=CC2=C(SC=C2C(C(NC=CC2=CC(=C(C=C2)F)F)=O)P(O)(=O)C)C=C1 ({(5-Chloro-benzo[b]thiophen-3-yl)-[2-(3,4-difluoro-phenyl)-vinvlcarbamoyl]-methyl}-methyl-phosphinic acid). RXN SMILES: C([O:3][P:4]([CH:7]([C:21]1[C:22]2[CH:29]=[C:28]([Cl:30])[CH:27]=[CH:26][C:23]=2[S:24][CH:25]=1)[C:8](=[O:20])[NH:9][CH:10]=[CH:11][C:12]1[CH:17]=[CH:16][C:15]([F:18])=[C:14]([F:19])[CH:13]=1)([CH3:6])=[O:5])C.N1C=CC=CC=1.Br[Si](C)(C)C.S(=O)(=O)(O)O>O.CO.CC(OC)(C)C.C(#N)C>[Cl:30][C:28]1[CH:27]=[CH:26][C:23]2[S:24][CH:25]=[C:21]([CH:7]([P:4]([CH3:6])(=[O:3])[OH:5])[C:8](=[O:20])[NH:9][CH:10]=[CH:11][C:12]3[CH:17]=[CH:16][C:15]([F:18])=[C:14]([F:19])[CH:13]=3)[C:22]=2[CH:29]=1. Reported procedure: A 1 L four-necked round-bottomed flask equipped with mechanical stirrer, addition funnel, condenser, and a thermocouple was charged with {(5-Chloro-benzo[b]thiophen-3-yl)-[2-(3,4-difluoro-phenyl)-vinylcarbamoyl]-methyl}-methyl-phosphinic acid ethyl ester (26.4 g, 0.056 mol), acetonitrile (200 mL) and pyridine (11.0 mL, 0.136 mol). To the resulting mixture was then added bromotrimethylsilane (15.5 mL, 0.117 mol), 15 minutes, while maintaining the temperature of the resulting mixture below about 3... Reactants: ClCC(=O)C1=CC2=C(C(NCCC2)=O)S1 (2-chloroacetyl-4,5,6,7-tetrahydro-8H-thieno[2,3-c]azepin-8-one), O (water). The solvent is C(C)[SiH](CC)CC (triethylsilane), FC(C(=O)O)(F)F (trifluoroacetic acid). Conditions: temperature 50 celsius, time 12 hour. Product: ClCCC1=CC2=C(C(NCCC2)=O)S1 (2-chloroethyl-4,5,6,7-tetrahydro-8H-thieno[2,3-c]azepin-8-one). The yield is 47.5%. RXN SMILES: [Cl:1][CH2:2][C:3]([C:5]1[S:15][C:8]2[C:9](=[O:14])[NH:10][CH2:11][CH2:12][CH2:13][C:7]=2[CH:6]=1)=O.O>C([SiH](CC)CC)C.FC(F)(F)C(O)=O>[Cl:1][CH2:2][CH2:3][C:5]1[S:15][C:8]2[C:9](=[O:14])[NH:10][CH2:11][CH2:12][CH2:13][C:7]=2[CH:6]=1. Reported procedure: A mixture of 1.9 g of 2-chloroacetyl-4,5,6,7-tetrahydro-8H-thieno[2,3-c]azepin-8-one in 5.4 ml of triethylsilane and 15 ml of trifluoroacetic acid was stirred at 50° C. for 12 hours. The mixture was poured into water, alkalified and extracted with ethyl acetate. The extract was washed with water, dried and concentrated. The residue was purified by column chromatography on a silica gel to give 0.85 g of 2-chloroethyl-4,5,6,7-tetrahydro-8H-thieno[2,3-c]azepin-8-one as white crystals, m.p. 156°-158... The reactants are [OH-].[Na+] (NaOH), C(C)(=O)S[C@H]([C@@H](C(=O)OC)NC(=O)OC(C)(C)C)C1=CC=CC=C1 (methyl(2R,3S)3-(acetylthio)2-((tert-butyloxycarbonyl)amino)-3-phenylpropionate), Cl (HCl). Solvent: CO (methanol). Run at time 20 minute. The product is C(C)(C)(C)OC(=O)N[C@H](C(=O)OC)[C@H](C1=CC=CC=C1)S (methyl(2R,3S)-2-((tert-butyloxycarbonyl)amino)-3-mercapto-3-phenylpropionate). Yield: 94.8%. As a reaction SMILES: C([S:4][C@@H:5]([C:19]1[CH:24]=[CH:23][CH:22]=[CH:21][CH:20]=1)[C@H:6]([NH:11][C:12]([O:14][C:15]([CH3:18])([CH3:17])[CH3:16])=[O:13])[C:7]([O:9][CH3:10])=[O:8])(=O)C.[OH-].[Na+].Cl>CO>[C:15]([O:14][C:12]([NH:11][C@@H:6]([C@@H:5]([SH:4])[C:19]1[CH:24]=[CH:23][CH:22]=[CH:21][CH:20]=1)[C:7]([O:9][CH3:10])=[O:8])=[O:13])([CH3:18])([CH3:16])[CH3:17] |f:1.2|. Procedure: The acetylated thiol 7 (290 mg, 0.82 mmol) was dissolved in methanol (4 mL) and NaOH was added (4.1 mL, 0.2N aqueous). The reaction was stirred at room temperature for 20 min (monitored by TLC). The solution was then carefully neutralized with dilute HCl. The volatiles were removed in vacuo and the residue was extracted with Cl2CH2 (3×). The organic layer was washed with brine and dried over Na2SO4. The crude product was purified by flash column chromatography (silica, 10% ethyl acetate/hexane) ... Starting materials: ClC1=NC(=NC(=C1)C1=C(C=CC(=C1)Cl)OC)C (4-chloro-6-(5-chloro-2-methoxy-phenyl)-2-methyl-pyrimidine), C(C)OC(CC(=O)C1=C(C=CC(=C1)Cl)C)=O (3-(5-chloro-2-methyl-phenyl)-3-oxopropionic acid ethyl ester). The product is ClC1=NC(=NC(=C1)C1=C(C=CC(=C1)Cl)C)C (4-Chloro-6-(5-chloro-2-methyl-phenyl)-2-methyl-pyrimidine), Cl.C(C)(=N)N (acetamidine hydrochloride). Yield: 11.0%. Reaction SMILES: [Cl:1][C:2]1[CH:7]=[C:6]([C:8]2[CH:13]=[C:12]([Cl:14])[CH:11]=[CH:10][C:9]=2OC)[N:5]=[C:4]([CH3:17])[N:3]=1.[CH2:18](OC(=O)CC(C1C=C([Cl:31])C=CC=1C)=O)C>>[Cl:1][C:2]1[CH:7]=[C:6]([C:8]2[CH:13]=[C:12]([Cl:14])[CH:11]=[CH:10][C:9]=2[CH3:18])[N:5]=[C:4]([CH3:17])[N:3]=1.[ClH:31].[C:4]([NH2:5])(=[NH:3])[CH3:17] |f:3.4|. Procedure: 4-Chloro-6-(5-chloro-2-methyl-phenyl)-2-methyl-pyrimidine was prepared according to the method described in Example 38 for the synthesis of 4-chloro-6-(5-chloro-2-methoxy-phenyl)-2-methyl-pyrimidine in two steps using 3-(5-chloro-2-methyl-phenyl)-3-oxopropionic acid ethyl ester and acetamidine hydrochloride (11% yield). 1H NMR (DMSO-d6) δ 2.36 (s, 3H, CH3), 2.68 (s, 3H, CH3), 7.40 (d, 1H, J=8.3 Hz, Ar), 7.49 (dd, 1H, J=8.3 Hz, J=2.3 Hz, Ar), 7.57 (d, 1H, J=2.3 Hz, Ar), 7.79 (s, 1H, Ar).